From a dataset of the Open Reaction Database (ORD), a public repository of structured organic reaction records. describe an organic reaction: reactants, conditions, products, and yield Reactants: C(C)C=1N=C(N(C(C1C=C)=O)CC1=CC=C(C=C1)C=1C(=CC=CC1)C#N)CCC (4′-[(4-ethyl-6-oxo-2-propyl-5-vinylpyrimidin-1(6H)-yl)methyl]biphenyl-2-carbonitrile), I(=O)(=O)(=O)[O-].[Na+] (sodium periodate), C(C)#N (acetonitrile), O (water). Reagents/catalysts: [Os](=O)(=O)(=O)=O (osmium tetroxide). The solvent is CC(=O)C (acetone). Run at time 4 hour. Product: C(C)C=1N=C(N(C(C1C=O)=O)CC1=CC=C(C=C1)C=1C(=CC=CC1)C#N)CCC (4′-[(4-ethyl-5-formyl-6-oxo-2-propylpyrimidin-1(6H)-yl)methyl]biphenyl-2-carbonitrile). The yield is 64.1%. As a reaction SMILES: [CH2:1]([C:3]1[N:4]=[C:5]([CH2:27][CH2:28][CH3:29])[N:6]([CH2:12][C:13]2[CH:18]=[CH:17][C:16]([C:19]3[C:20]([C:25]#[N:26])=[CH:21][CH:22]=[CH:23][CH:24]=3)=[CH:15][CH:14]=2)[C:7](=[O:11])[C:8]=1[CH:9]=C)[CH3:2].I([O-])(=O)(=O)=[O:31].[Na+].C(#N)C.O>CC(C)=O.[Os](=O)(=O)(=O)=O>[CH2:1]([C:3]1[N:4]=[C:5]([CH2:27][CH2:28][CH3:29])[N:6]([CH2:12][C:13]2[CH:14]=[CH:15][C:16]([C:19]3[C:20]([C:25]#[N:26])=[CH:21][CH:22]=[CH:23][CH:24]=3)=[CH:17][CH:18]=2)[C:7](=[O:11])[C:8]=1[CH:9]=[O:31])[CH3:2] |f:1.2|. Procedure details: To a solution of 4′-[(4-ethyl-6-oxo-2-propyl-5-vinylpyrimidin-1(6H)-yl)methyl]biphenyl-2-carbonitrile (5.9 g) and sodium periodate (16 g) in acetone (100 mL)-acetonitrile (100 mL)-water (100 mL) was added osmium tetroxide (5 g, 7% polymer-bound catalyst), and the mixture was stirred for 4 hr. The insoluble material was filtered off through celite, and the filtrate was diluted with ethyl acetate, washed with 1 M hydrochloric acid, saturated aqueous sodium hydrogen carbonate solution and saturated... Starting materials: CCI, CN1CCN(c2ncc3c(=O)c(C(=O)O)c[nH]c3n2)CC1, CN(C)C=O, [H-], [Na+]. The product is CCn1cc(C(=O)O)c(=O)c2cnc(N3CCN(C)CC3)nc21. RXN SMILES: [CH2:24]([CH3:25])[I:26].[CH3:1][N:2]1[CH2:3][CH2:4][N:5]([c:8]2[n:9][cH:10][c:11]3[c:12]([n:13]2)[nH:14][cH:15][c:16]([C:19](=[O:20])[OH:21])[c:17]3=[O:18])[CH2:6][CH2:7]1.[CH3:27][N:28]([CH3:29])[CH:30]=[O:31].[H-:22].[Na+:23]>>[CH3:1][N:2]1[CH2:3][CH2:4][N:5]([c:8]2[n:9][cH:10][c:11]3[c:12]([n:13]2)[n:14]([CH2:24][CH3:25])[cH:15][c:16]([C:19](=[O:20])[OH:21])[c:17]3=[O:18])[CH2:6][CH2:7]1. Reactants: NCC(O)C1=CC=C2C(=N1)COC(O2)C2=CC=CC=C2 (2-amino-1-(2-phenyl-4H-[1,3]dioxino[5,4-b]pyridin-6-yl)ethanol), BrCCCCCCOCCOCC1=C(C=CC=C1Cl)Cl (2-({2-[(6-bromohexyl)oxy]ethoxy}methyl)-1,3-dichlorobenzene). The solvent is CN(C=O)C (dimethylformamide), C(C)(C)N(CC)C(C)C (diisopropylethylamine). Conditions: temperature 70 celsius, time 16 hour. Product: ClC1=C(COCCOCCCCCCNCC(O)C2=CC=C(C(=N2)CO)O)C(=CC=C1)Cl (6-{2-[(6-{2-[(2,6-Dichlorobenzyl)oxy]ethoxy}hexyl)amino]-1-hydroxyethyl}-2-(hydroxymethyl)pyridin-3-ol). Isolated yield 99.7%. RXN SMILES: [NH2:1][CH2:2][CH:3]([C:5]1[N:10]=[C:9]2[CH2:11][O:12]C(C3C=CC=CC=3)[O:14][C:8]2=[CH:7][CH:6]=1)[OH:4].Br[CH2:22][CH2:23][CH2:24][CH2:25][CH2:26][CH2:27][O:28][CH2:29][CH2:30][O:31][CH2:32][C:33]1[C:38]([Cl:39])=[CH:37][CH:36]=[CH:35][C:34]=1[Cl:40]>CN(C)C=O.C(N(C(C)C)CC)(C)C>[Cl:39][C:38]1[CH:37]=[CH:36][CH:35]=[C:34]([Cl:40])[C:33]=1[CH2:32][O:31][CH2:30][CH2:29][O:28][CH2:27][CH2:26][CH2:25][CH2:24][CH2:23][CH2:22][NH:1][CH2:2][CH:3]([C:5]1[N:10]=[C:9]([CH2:11][OH:12])[C:8]([OH:14])=[CH:7][CH:6]=1)[OH:4]. Procedure: A mixture of 2-amino-1-(2-phenyl-4H-[1,3]dioxino[5,4-b]pyridin-6-yl)ethanol (EP220054A2) (93 mg) and 2-({2-[(6-bromohexyl)oxy]ethoxy}methyl)-1,3-dichlorobenzene (98 mg) in dimethylformamide (1 ml) and diisopropylethylamine (0.2 ml) was heated to 70° C. for 4 h and then at 20° C. for 16 h. The mixture was concentrated under reduced pressure and the residue was partitioned between ethyl acetate and water. The organic phase was washed with water, brine, dried and evaporated to dryness. The residue ... Starting materials: C1CC12OC[C@H](CC2)C[C@@H](CO)NC(OC(C)(C)C)=O (tert-butyl (S)-1-((R)-4-oxaspiro[2.5]oct-6-yl)-3-hydroxypropan-2-ylcarbamate), S(=O)(=O)(C1=CC=C(C)C=C1)Cl (tosyl chloride). Solvent: N1=CC=CC=C1 (pyridine). Run at time 17 hour. Product: CC1=CC=C(C=C1)S(=O)(=O)OC[C@H](C[C@@H]1COC2(CC2)CC1)NC(=O)OC(C)(C)C ((S)-2-(tert-butoxycarbonylamino)-3-((R)-4-oxaspiro[2.5]oct-6-yl)propyl 4-methylbenzenesulfonate). Reaction SMILES: [CH2:1]1[C:3]2([CH2:8][CH2:7][C@H:6]([CH2:9][C@H:10]([NH:13][C:14](=[O:20])[O:15][C:16]([CH3:19])([CH3:18])[CH3:17])[CH2:11][OH:12])[CH2:5][O:4]2)[CH2:2]1.[S:21](Cl)([C:24]1[CH:30]=[CH:29][C:27]([CH3:28])=[CH:26][CH:25]=1)(=[O:23])=[O:22]>N1C=CC=CC=1>[CH3:28][C:27]1[CH:29]=[CH:30][C:24]([S:21]([O:12][CH2:11][C@@H:10]([NH:13][C:14]([O:15][C:16]([CH3:17])([CH3:19])[CH3:18])=[O:20])[CH2:9][C@H:6]2[CH2:7][CH2:8][C:3]3([CH2:2][CH2:1]3)[O:4][CH2:5]2)(=[O:23])=[O:22])=[CH:25][CH:26]=1. Procedure: The tert-butyl (S)-1-((R)-4-oxaspiro[2.5]oct-6-yl)-3-hydroxypropan-2-ylcarbamate (1.70 g, 5.92 mmol) and tosyl chloride (4.5 g, 23.7 mmol, 4.0 equiv) were dissolved in pyridine (30 mL) and the mixture stirred at room temperature for 17 hr. The pyridine was removed in vacuo and the residue partitioned between EtOAc and 1.0 M HCl. The layers were separated and the organic layer washed with brine, dried over Na2SO4, filtered and evaporated. The (S)-2-(tert-butoxycarbonylamino)-3-((R)-4-oxaspiro[2.5... Reactants: C1(CCCCC1)SCC1=CC=C(C=C1)NC(=O)C=1CCOC2=C(C1)C=C(C=C2)C2=CC=C(C=C2)C (N-(4-(cyclohexylthiomethyl)-phenyl)-7-(4-methylphenyl)-2,3-dihydro-1-benzoxepine-4-carboxamide), ClC1=CC(=CC=C1)C(=O)OO (m-chloroperbenzoic acid), S(=S)(=O)([O-])[O-].[Na+].[Na+] (sodium thiosulfate). Run in ClCCl (dichloromethane). Run at time 10 minute. Yields the product C1(CCCCC1)S(=O)CC1=CC=C(C=C1)NC(=O)C=1CCOC2=C(C1)C=C(C=C2)C2=CC=C(C=C2)C (N-(4-(cyclohexylsulfinylmethyl)-phenyl)-7-(4-methylphenyl)-2,3-dihydro-1-benzoxepine-4-carboxamide). Yield: 24.5%. RXN SMILES: [CH:1]1([S:7][CH2:8][C:9]2[CH:14]=[CH:13][C:12]([NH:15][C:16]([C:18]3[CH2:19][CH2:20][O:21][C:22]4[CH:28]=[CH:27][C:26]([C:29]5[CH:34]=[CH:33][C:32]([CH3:35])=[CH:31][CH:30]=5)=[CH:25][C:23]=4[CH:24]=3)=[O:17])=[CH:11][CH:10]=2)[CH2:6][CH2:5][CH2:4][CH2:3][CH2:2]1.ClC1C=CC=C(C(OO)=[O:44])C=1.S([O-])([O-])(=O)=S.[Na+].[Na+]>ClCCl>[CH:1]1([S:7]([CH2:8][C:9]2[CH:10]=[CH:11][C:12]([NH:15][C:16]([C:18]3[CH2:19][CH2:20][O:21][C:22]4[CH:28]=[CH:27][C:26]([C:29]5[CH:30]=[CH:31][C:32]([CH3:35])=[CH:33][CH:34]=5)=[CH:25][C:23]=4[CH:24]=3)=[O:17])=[CH:13][CH:14]=2)=[O:44])[CH2:6][CH2:5][CH2:4][CH2:3][CH2:2]1 |f:2.3.4|. Procedure details: To a solution of N-(4-(cyclohexylthiomethyl)-phenyl)-7-(4-methylphenyl)-2,3-dihydro-1-benzoxepine-4-carboxamide (0.19g) in dichloromethane (5ml) was added 70% m-chloroperbenzoic acid (0.097g) under ice-cooling, and the mixture was stirred for 10 minutes. To the mixture was added sodium thiosulfate solution, and the mixture was extracted with ethyl acetate. The organic layer was washed with water and saturated sodium chloride solution, and dried with anhydrous magnesium sulfate. Under reduced pre... Starting materials: ClCCl, Nc1cc(Nc2ccncc2)c2occc2c1, O=S(=O)(Cl)c1ccccc1, c1ccncc1. The product is Cl, O=S(=O)(Nc1cc(Nc2ccncc2)c2occc2c1)c1ccccc1. Reaction SMILES: [Cl:34][CH2:35][Cl:36].[NH2:17][c:18]1[cH:19][c:20]([NH:27][c:28]2[cH:29][cH:30][n:31][cH:32][cH:33]2)[c:21]2[c:22]([cH:23][cH:24][o:25]2)[cH:26]1.[c:1]1([S:7](=[O:8])(=[O:9])[Cl:10])[cH:2][cH:3][cH:4][cH:5][cH:6]1.[cH:11]1[cH:12][cH:13][n:14][cH:15][cH:16]1>>[ClH:10].[c:1]1([S:7](=[O:8])(=[O:9])[NH:17][c:18]2[cH:19][c:20]([NH:27][c:28]3[cH:29][cH:30][n:31][cH:32][cH:33]3)[c:21]3[c:22]([cH:23][cH:24][o:25]3)[cH:26]2)[cH:2][cH:3][cH:4][cH:5][cH:6]1.